Task: describe an organic reaction: reactants, conditions, products, and yield. Dataset: the Open Reaction Database (ORD), a public repository of structured organic reaction records The reactants are C(C)OC(=O)C1(CC2=CC=CC=C2C1)NC(=O)C1=NC=CC=C1OCCC (2-[(3-Propoxy-pyridine-2-carbonyl)-amino]-indan-2-carboxylic acid ethyl ester), O1CCOCC1 (1,4-dioxane), CO (MeOH), LiOH monohydrate, EtOAc heptanes. The solvent is O (water). Run at time 22 hour. Product: C(CC)OC=1C(=NC=CC1)C(=O)NC1(CC2=CC=CC=C2C1)C(=O)O (2-[(3-Propoxy-pyridine-2-carbonyl)-amino]-indan-2-carboxylic acid). The yield is 101.4%. Reaction SMILES: C([O:3][C:4]([C:6]1([NH:15][C:16]([C:18]2[C:23]([O:24][CH2:25][CH2:26][CH3:27])=[CH:22][CH:21]=[CH:20][N:19]=2)=[O:17])[CH2:14][C:13]2[C:8](=[CH:9][CH:10]=[CH:11][CH:12]=2)[CH2:7]1)=[O:5])C.O1CCOCC1.CO>O>[CH2:25]([O:24][C:23]1[C:18]([C:16]([NH:15][C:6]2([C:4]([OH:5])=[O:3])[CH2:7][C:8]3[C:13](=[CH:12][CH:11]=[CH:10][CH:9]=3)[CH2:14]2)=[O:17])=[N:19][CH:20]=[CH:21][CH:22]=1)[CH2:26][CH3:27]. Procedure details: A 100 mL round bottom flask which contains 2-[(3-propoxy-pyridine-2-carbonyl)-amino]-indan-2-carboxylic acid ethyl ester (332, 620 mg, 1.68 mmol) is charged with 1,4-dioxane (6 mL) and MeOH (6 mL). A stirring bar is added and stirring is initiated. After dissolution, water (3 mL) is added followed by the LiOH monohydrate (178 mg, 4.25 mmol). After 22 h, tlc analysis (silica, 50% EtOAc/heptanes) indicates that the starting material is completely consumed. Amberlyst highly acidic exchange resin (0... Starting materials: ClC=1C=C2C(=C(N(C2=CC1)S(=O)(=O)C1=CC=CC=C1)C(=O)OCC)S(=O)(=O)Cl (ethyl 5-chloro-3-(chlorosulfonyl)-1-(phenylsulfonyl)-1H-indole-2-carboxylate), Cl.CNCCC(=O)OC (methyl N-methyl-β-alaninate hydrochloride), BrC=1C=C2C(=C(N(C2=CC1)S(=O)(=O)C1=CC=CC=C1)C(=O)OCC)S(=O)(=O)Cl (ethyl 5-bromo-3-(chlorosulfonyl)-1-(phenylsulfonyl)-1H-indole-2-carboxylate), Cl.CN (methylamine hydrochloride). The product is BrC=1C=C2C(=C(NC2=CC1)C(=O)N)S(=O)(=O)NC (5-Bromo-3-[(methylamino)sulfonyl]-1H-indole-2-carboxamide). Reaction SMILES: ClC1C=C2[C:8](=CC=1)[N:7](S(C1C=CC=CC=1)(=O)=O)C(C(OCC)=O)=C2S(Cl)(=O)=O.[Br:29][C:30]1[CH:31]=[C:32]2[C:36](=[CH:37][CH:38]=1)[N:35](S(C1C=CC=CC=1)(=O)=O)[C:34]([C:48](OCC)=[O:49])=[C:33]2[S:53](Cl)(=[O:55])=[O:54].Cl.CN.Cl.C[NH:62]CCC(OC)=O>>[Br:29][C:30]1[CH:31]=[C:32]2[C:36](=[CH:37][CH:38]=1)[NH:35][C:34]([C:48]([NH2:62])=[O:49])=[C:33]2[S:53]([NH:7][CH3:8])(=[O:55])=[O:54] |f:2.3,4.5|. Reported procedure: Following the procedures described in Steps D and E of Example 1, replacing in Step D ethyl 5-chloro-3-(chlorosulfonyl)-1-(phenylsulfonyl)-1H-indole-2-carboxylate with ethyl 5-bromo-3-(chlorosulfonyl)-1-(phenylsulfonyl)-1H-indole-2-carboxylate, and methylamine hydrochloride with methyl N-methyl-β-alaninate hydrochloride, the title compound was obtained. Proton NMR for the product was consistent with the titled compound. ESI+ MS: 332.2 [M+H]+. Reported procedure: CF3(CF2)3SO2N(Me)CH2CH2I was made as follows: CF3(CF2)3SO2N(Me)CH2CH2OH was reacted with an excess of thionyl chloride in methylene chloride at 25-45° C. to give CF3(CF2)3SO2N(Me)CH2CH2Cl, which (7.1 g) was mixed with a solution of 6.0 g NaI in acetone. The resulting solution was stirred at reflux, and the conversion to CF3(CF2)3SO2N(Me)CH2CH2I was followed by GC. At 24 hours, conversion was 14 percent, and 6.0 g more NaI was added; at 3 days, conversion was 46 percent; at 6 days, conversion was... Run in C(Cl)Cl (methylene chloride). As a reaction SMILES: [C:1]([C:5]([C:8]([C:11]([S:14]([N:17]([CH2:19][CH2:20]I)[CH3:18])(=[O:16])=[O:15])([F:13])[F:12])([F:10])[F:9])([F:7])[F:6])([F:4])([F:3])[F:2].C(C(C(C(S(N(CCO)C)(=O)=O)(F)F)(F)F)(F)F)(F)(F)F.S(Cl)([Cl:45])=O>C(Cl)Cl>[C:1]([C:5]([C:8]([C:11]([S:14]([N:17]([CH2:19][CH2:20][Cl:45])[CH3:18])(=[O:16])=[O:15])([F:13])[F:12])([F:10])[F:9])([F:7])[F:6])([F:4])([F:3])[F:2]. The product is C(F)(F)(F)C(F)(F)C(F)(F)C(F)(F)S(=O)(=O)N(C)CCCl (CF3(CF2)3SO2N(Me)CH2CH2Cl). Reactants: C(F)(F)(F)C(F)(F)C(F)(F)C(F)(F)S(=O)(=O)N(C)CCO (CF3(CF2)3SO2N(Me)CH2CH2OH), S(=O)(Cl)Cl (thionyl chloride), C(F)(F)(F)C(F)(F)C(F)(F)C(F)(F)S(=O)(=O)N(C)CCI (CF3(CF2)3SO2N(Me)CH2CH2I). Starting materials: C(CC)I (n-propyl iodide), [Na] (Sodium), SC=1NC(=C(N1)C(=O)OCC)C(=O)OCC (diethyl 2-mercapto-4,5-imidazoledicarboxylate), Example XI, C(CC)I (n-propyliodide). Solvent: CO (methanol). Reaction conditions: time 1 hour. Product: C(CC)SC=1NC(=C(N1)C(=O)OCC)C(=O)OCC (Diethyl 2-(n-propylthio)imidazole-4,5-dicarboxylate). As a reaction SMILES: [Na].[SH:2][C:3]1[NH:4][C:5]([C:13]([O:15][CH2:16][CH3:17])=[O:14])=[C:6]([C:8]([O:10][CH2:11][CH3:12])=[O:9])[N:7]=1.[CH2:18](I)[CH2:19][CH3:20]>CO>[CH2:18]([S:2][C:3]1[NH:7][C:6]([C:8]([O:10][CH2:11][CH3:12])=[O:9])=[C:5]([C:13]([O:15][CH2:16][CH3:17])=[O:14])[N:4]=1)[CH2:19][CH3:20] |^1:0|. Procedure details: Sodium (0.253 g, 11 mmol) was dissolved in anhydrous methanol (150 mL) with ice-bath cooling. The ice-bath was removed after all the sodium had reacted and diethyl 2-mercapto-4,5-imidazoledicarboxylate prepared in accord with the second paragraph of Example XI (2.44 g, 10 mmol) was added. The appropriate n-propyl iodide (11 mmol) was added and the reaction mixture was stirred at ambient temperature under a nitrogen atmosphere for 1 hour. A second aliquot of n-propyliodide (3.52 mmol) was added a... Starting materials: [N+](=O)([O-])C=1C=CC2=C(C(=C(C(O2)(C)C)CN)N2C(C=CC=C2)=O)C1 (6-nitro-2,2-dimethyl-3-aminomethyl-4-(2-oxo-1,2-dihydropyridin-1-yl)-2H-1-benzopyran), C(C)N=C=O (ethyl isocyanate), O (Water). Solvent: ClCCl (dichloromethane). The product is [N+](=O)([O-])C=1C=CC2=C(C(=C(C(O2)(C)C)CNC(=O)NCC)N2C(C=CC=C2)=O)C1 (6-nitro-2,2-dimethyl-3-(N'-ethylureido)methyl-4-(2-oxo-1,2-dihydropyridin-1-yl)-2H-1-benzopyran). Yield: 55.8%. Reaction SMILES: [N+:1]([C:4]1[CH:5]=[CH:6][C:7]2[O:12][C:11]([CH3:14])([CH3:13])[C:10]([CH2:15][NH2:16])=[C:9]([N:17]3[CH:22]=[CH:21][CH:20]=[CH:19][C:18]3=[O:23])[C:8]=2[CH:24]=1)([O-:3])=[O:2].[CH2:25]([N:27]=[C:28]=[O:29])[CH3:26].O>ClCCl>[N+:1]([C:4]1[CH:5]=[CH:6][C:7]2[O:12][C:11]([CH3:13])([CH3:14])[C:10]([CH2:15][NH:16][C:28]([NH:27][CH2:25][CH3:26])=[O:29])=[C:9]([N:17]3[CH:22]=[CH:21][CH:20]=[CH:19][C:18]3=[O:23])[C:8]=2[CH:24]=1)([O-:3])=[O:2]. Procedure details: A solution of 6-nitro-2,2-dimethyl-3-aminomethyl-4-(2-oxo-1,2-dihydropyridin-1-yl)-2H-1-benzopyran (0.5 g, 1.53 mmol) in dichloromethane (10 ml) was stirred with ethyl isocyanate (0.12 ml, 1.53 mmol) at room temperature for two hours. Water was added and the organic phase separated, dried and evaporated to give crude product, which was chromatographed on silica gel, eluting with dichloromethane/methanol (95/5) to give 0.34 g of 6-nitro-2,2-dimethyl-3-(N'-ethylureido)methyl-4-(2-oxo-1,2-dihydropy... The reactants are [Br-], C1CCOC1, [Zn+]Cc1ccccc1, O=C(Nc1ccnc(Cl)c1)C1(c2ccc3c(c2)OCO3)CC1. Yields the product O=C(Nc1ccnc(Cc2ccccc2)c1)C1(c2ccc3c(c2)OCO3)CC1. As a reaction SMILES: [Br-:1].[CH2:10]1[O:11][CH2:12][CH2:13][CH2:14]1.[CH2:2]([c:3]1[cH:4][cH:5][cH:6][cH:7][cH:8]1)[Zn+:9].[O:15]1[CH2:16][O:17][c:18]2[c:19]1[cH:20][cH:21][c:22]([C:24]1([C:27](=[O:28])[NH:29][c:30]3[cH:31][c:32]([Cl:36])[n:33][cH:34][cH:35]3)[CH2:25][CH2:26]1)[cH:23]2>>[CH2:2]([c:3]1[cH:4][cH:5][cH:6][cH:7][cH:8]1)[c:32]1[cH:31][c:30]([NH:29][C:27]([C:24]2([c:22]3[cH:21][cH:20][c:19]4[c:18]([cH:23]3)[O:17][CH2:16][O:15]4)[CH2:25][CH2:26]2)=[O:28])[cH:35][cH:34][n:33]1. Product: COC(C)(C)CN1CCC(CN)CC1. As a reaction SMILES: [CH2:1]([N:8]([CH2:2][c:3]1[cH:4][cH:5][cH:6][cH:7][cH:22]1)[CH2:9][CH:10]1[CH2:11][CH2:12][N:13]([CH2:16][C:17]([CH3:18])([CH3:19])[O:20][CH3:21])[CH2:14][CH2:15]1)[c:23]1[cH:24][cH:25][cH:26][cH:27][cH:28]1.[CH3:33][OH:34].[CH:29]([O-:30])=[O:31].[NH4+:32].[OH2:35]>>[NH2:8][CH2:9][CH:10]1[CH2:11][CH2:12][N:13]([CH2:16][C:17]([CH3:18])([CH3:19])[O:20][CH3:21])[CH2:14][CH2:15]1. The reactants are COC(C)(C)CN1CCC(CN(Cc2ccccc2)Cc2ccccc2)CC1, CO, O=C[O-], [NH4+], O. Reactants: CCO, Cl, N#Cc1ccc(O)cc1F, [OH-], [OH-], [Pd+2]. Yields the product Cl, NCc1ccc(O)cc1F. As a reaction SMILES: [CH3:15][CH2:16][OH:17].[ClH:11].[F:1][c:2]1[c:3]([C:4]#[N:5])[cH:6][cH:7][c:8]([OH:10])[cH:9]1.[OH-:12].[OH-:14].[Pd+2:13]>>[ClH:11].[F:1][c:2]1[c:3]([CH2:4][NH2:5])[cH:6][cH:7][c:8]([OH:10])[cH:9]1. Starting materials: C(C1=CC=CC=C1)N1C([C@H](N[C@@H](C1)C)C)=O ((R,R) 1-benzyl-3,5-dimethylpiperazine-2-one), [H-].[Al+3].[Li+].[H-].[H-].[H-] (lithium aluminium hydride), O (water), O (water). Run in C1CCOC1 (THF), C1CCOC1 (THF), CCOCC (ether). Conditions: temperature 0 celsius, time 30 minute. Product: C(C1=CC=CC=C1)N1C[C@H](N[C@@H](C1)C)C ((R,R) 1-Benzyl-3,5-dimethylpiperazine). Isolated yield 81.4%. RXN SMILES: [CH2:1]([N:8]1[CH2:13][C@@H:12]([CH3:14])[NH:11][C@H:10]([CH3:15])[C:9]1=O)[C:2]1[CH:7]=[CH:6][CH:5]=[CH:4][CH:3]=1.[H-].[Al+3].[Li+].[H-].[H-].[H-].O>C1COCC1.CCOCC>[CH2:1]([N:8]1[CH2:9][C@@H:10]([CH3:15])[NH:11][C@H:12]([CH3:14])[CH2:13]1)[C:2]1[CH:3]=[CH:4][CH:5]=[CH:6][CH:7]=1 |f:1.2.3.4.5.6|. Reported procedure: a solution of (R,R) 1-benzyl-3,5-dimethylpiperazine-2-one (1.3 g) in THF (10 ml) was added dropwise to a stirred suspension of lithium aluminium hydride (0.68 g) in THF (30 ml) at 0° C. under Ar. The mixture was stirred for 30 min then heated under reflux for a further 18 h. The mixture was cooled to 0° C. and diluted with ether (50 ml). To the stirred mixture were added water (2 ml) sodium hydroxide solution (2 ml) and water (2 ml). The mixture was stirred for 1 h then filtered through a pad of... Starting materials: CC(C)(C)OC(=O)N1CCc2c(nc(Nc3ccc(-c4cnco4)cc3)nc2NCc2ccccc2)C1, CO, Cl. The product is c1ccc(CNc2nc(Nc3ccc(-c4cnco4)cc3)nc3c2CCNC3)cc1. RXN SMILES: [CH2:2]([c:3]1[cH:4][cH:5][cH:6][cH:7][cH:8]1)[NH:9][c:10]1[c:11]2[c:12]([n:13][c:14]([NH:16][c:17]3[cH:18][cH:19][c:20](-[c:23]4[cH:24][n:25][cH:26][o:27]4)[cH:21][cH:22]3)[n:15]1)[CH2:28][N:29]([C:32]([O:33][C:34]([CH3:35])([CH3:36])[CH3:37])=[O:38])[CH2:30][CH2:31]2.[CH3:39][OH:40].[ClH:1]>>[CH2:2]([c:3]1[cH:4][cH:5][cH:6][cH:7][cH:8]1)[NH:9][c:10]1[c:11]2[c:12]([n:13][c:14]([NH:16][c:17]3[cH:18][cH:19][c:20](-[c:23]4[cH:24][n:25][cH:26][o:27]4)[cH:21][cH:22]3)[n:15]1)[CH2:28][NH:29][CH2:30][CH2:31]2.